This data is from the Open Reaction Database (ORD), a public repository of structured organic reaction records. The task is: describe an organic reaction: reactants, conditions, products, and yield Yield: 79.1%. The reactants are CON=C(CBr)C1=C(C=C(C=C1)Cl)Cl (2-bromo-1-(2,4-dichlorophenyl)ethanone-O-methyloxime), C1(C=2C(C(N1)=O)=CC=CC2)=O.[K] (potassium phthalimide), C([O-])([O-])=O.[K+].[K+] (potassium carbonate), O (water). Procedure: To 2.17 g of 2-bromo-1-(2,4-dichlorophenyl)ethanone-O-methyloxime in 20 ml of N,N-dimethylformamide, 3.03 g of potassium phthalimide and 1.61 g of potassium carbonate were added, and the mixture was stirred at room temperature for 18 hours. After completion of the reaction, the reaction mixture was mixed with 40 ml of water and extracted with ethyl acetate (50 ml×1), the resulting organic layer was washed with water (20 ml×1) and then dried over saturated aqueous sodium chloride and then anhydro... Run at time 18 hour. Product: ClC1=C(C=CC(=C1)Cl)C(CN1C(C=2C(C1=O)=CC=CC2)=O)=NOC (N-[2-(2,4-dichlorophenyl)-2-(methoxyimino)ethyl]phthalimide). RXN SMILES: [CH3:1][O:2][N:3]=[C:4]([C:7]1[CH:12]=[CH:11][C:10]([Cl:13])=[CH:9][C:8]=1[Cl:14])[CH2:5]Br.[C:15]1(=[O:25])[NH:19][C:18](=[O:20])[C:17]2=[CH:21][CH:22]=[CH:23][CH:24]=[C:16]12.[K].C(=O)([O-])[O-].[K+].[K+].O>CN(C)C=O>[Cl:14][C:8]1[CH:9]=[C:10]([Cl:13])[CH:11]=[CH:12][C:7]=1[C:4](=[N:3][O:2][CH3:1])[CH2:5][N:19]1[C:18](=[O:20])[C:17]2=[CH:21][CH:22]=[CH:23][CH:24]=[C:16]2[C:15]1=[O:25] |f:1.2,3.4.5,^1:25|. The solvent is CN(C=O)C (N,N-dimethylformamide). Reactants: [OH-].[K+] (potassium hydroxide), S(C#N)C=1NC=CC1 (2-thiocyanopyrrole), C1(CC1)CBr (cyclopropylmethyl bromide), ice-salt. The solvent is CO (methanol), CO (methanol). Run at time 1.5 hour. Yields the product C1(CC1)CSC=1NC=CC1 (2-cyclopropylmethylthio-pyrrole). As a reaction SMILES: [S:1]([C:4]1[NH:5][CH:6]=[CH:7][CH:8]=1)[C:2]#N.[CH:9]1(CBr)[CH2:11][CH2:10]1.[OH-].[K+]>CO>[CH:9]1([CH2:2][S:1][C:4]2[NH:5][CH:6]=[CH:7][CH:8]=2)[CH2:11][CH2:10]1 |f:2.3|. Procedure details: A solution of 2-thiocyanopyrrole (12.4 g., 0.1 mole) and cyclopropylmethyl bromide (14.85 g., 0.11 mole) in methanol (500 ml.) was cooled below 0° (ice-salt bath), and stirred vigorously under nitrogen while a solution of potassium hydroxide (12.3 g., 0.22 mole) in 1:1 (by volume) aqueous methanol (400 ml.) was added dropwise during 0.75 hours. The cooling bath was removed and stirring continued for 1.5 hours before neutralization of the excess alkali with solid carbon dioxide. The reaction mixt... Starting materials: Cl (hydrochloric acid), ClC1=CC=C(OCC#N)C=C1 (4-chlorophenoxyacetonitrile), C(C)(C)(C)[O-].[K+] (potassium tert.-butanolate), [N+](=O)([O-])C1=CC2=CC=CC=C2C=C1 (2-nitronaphthalene). Run in O (water), CN(C=O)C (dimethylformamide), CN(C=O)C (dimethylformamide). Conditions: temperature -10 celsius, time 2 hour. The product is [N+](=O)([O-])C1=C(C2=CC=CC=C2C=C1)CC#N ((2-Nitro-1-naphthyl)acetonitrile). RXN SMILES: C([O-])(C)(C)C.[K+].ClC1C=CC(O[CH2:13][C:14]#[N:15])=CC=1.[N+:18]([C:21]1[CH:30]=[CH:29][C:28]2[C:23](=[CH:24][CH:25]=[CH:26][CH:27]=2)[CH:22]=1)([O-:20])=[O:19].Cl>CN(C)C=O.O>[N+:18]([C:21]1[CH:30]=[CH:29][C:28]2[C:23](=[CH:24][CH:25]=[CH:26][CH:27]=2)[C:22]=1[CH2:13][C:14]#[N:15])([O-:20])=[O:19] |f:0.1|. Reported procedure: Prepare a solution of 53.5 g (0.477 mol) of potassium tert.-butanolate in 400 ml of dimethylformamide. Cool the resulting solution to −10° C. and add thereto, over the course of about 1 hour, a solution of 40 g of 4-chlorophenoxyacetonitrile (0.24 mol) and 37 g of 2-nitronaphthalene (0.213 mol) in 200 ml of dimethylformamide. After 2 hours at −5° C., pour the mixture into 4 litres of water containing 1 litre of concentrated hydrochloric acid and extract the aqueous phase with 3×500 ml of dichlor...